This data is from the Open Reaction Database (ORD), a public repository of structured organic reaction records. The task is: describe an organic reaction: reactants, conditions, products, and yield Reactants: N1(C=NC=C1)C1=CC=C(C=C1)O (4-(imidazol-1-yl)phenol), [OH-].[Na+] (NaOH), BrCCCCl (1-bromo-3-chloropropane). The solvent is CO (methanol). Run at temperature 70 celsius, time 18 hour. Yields the product ClCCCOC1=CC=C(C=C1)N1C=NC=C1 (1-[4-(3-chloropropoxy)phenyl]-1H-imidazole). Isolated yield 20.3%. As a reaction SMILES: [N:1]1([C:6]2[CH:11]=[CH:10][C:9]([OH:12])=[CH:8][CH:7]=2)[CH:5]=[CH:4][N:3]=[CH:2]1.[OH-].[Na+].Br[CH2:16][CH2:17][CH2:18][Cl:19]>CO>[Cl:19][CH2:18][CH2:17][CH2:16][O:12][C:9]1[CH:10]=[CH:11][C:6]([N:1]2[CH:5]=[CH:4][N:3]=[CH:2]2)=[CH:7][CH:8]=1 |f:1.2|. Reported procedure: To a stirring solution of 4-(imidazol-1-yl)phenol (20 g, 125 mmol) and NaOH (5.0 g, 125 mmol) in methanol (600 mL) was added 1-bromo-3-chloropropane (49 mL, 500 mmol). The reaction was stirred for 18 hours at 70° C. under nitrogen, concentrated, and partitioned between 1.0N NaOH/CH2Cl2. The organic phase was dried and concentrated to afford crude product which was purified by HPLC (5% CH3OH/CH2Cl2) to give 6.0 g (20%) of 1-[4-(3-chloropropoxy)phenyl]-1H-imidazole as a brown solid: mp 53°-55° C.,... Reactants: C1=C(C=CC2=CC=CC=C12)N1C2CC=CCC(C1=O)NC2=O (7-Naphthalen-2-yl-7,9-diaza-bicyclo[4.2.2]dec-3-ene-8,10-dione), CC(C)C[AlH]CC(C)C (DiBAl-H). Run at temperature 130 celsius, time 8 hour. Product: C1=C(C=CC2=CC=CC=C12)N1[C@@H]2C\C=C/C[C@H](C1)NC2 (Z-(1R,6R)-7-naphthalen-2-yl-7,9-diaza-bicyclo[4.2.2]dec-3-ene). As a reaction SMILES: [CH:1]1[C:10]2[C:5](=[CH:6][CH:7]=[CH:8][CH:9]=2)[CH:4]=[CH:3][C:2]=1[N:11]1[C:18](=O)[CH:17]2[NH:20][C:21](=O)[CH:12]1[CH2:13][CH:14]=[CH:15][CH2:16]2.CC(C[AlH]CC(C)C)C>>[CH:1]1[C:10]2[C:5](=[CH:6][CH:7]=[CH:8][CH:9]=2)[CH:4]=[CH:3][C:2]=1[N:11]1[CH2:18][C@@H:17]2[NH:20][CH2:21][C@H:12]1[CH2:13][CH:14]=[CH:15][CH2:16]2. Procedure details: 7-Naphthalen-2-yl-7,9-diaza-bicyclo[4.2.2]dec-3-ene-8,10-dione (130 mg, 0.45 mmol) and DiBAl-H (6 mL, 1M, 6 mmol) were placed in a μW tube under argon vent. The reaction mixture was then heated to 130° C. for 900 sec. The reaction was quenched with Rochelle's salt and diethyl ether mixture (1:1, 200 mL) and then stirred overnight. The organic eas layer separated and dried with magnesium sulfate, filtered and solvent evaporated under reduced pressure to yield the title compound as a residue. The reactants are [OH-].[Na+] (sodium hydroxide), C(=O)(OC(C)(C)C)N1CCC(CC1)CCCC(=O)N(CC(=O)N[C@@H](CC(O)=O)C(=O)N[C@@H](CC1CCCCC1)C(=O)OC)CC (N-[N-[N-(4-(N-BOC-piperidin-4-yl)butanoyl)-N-ethylglycyl]aspartyl]-β-cyclohexylalanine, methyl ester), Cl (HCl). Run in O (water), CO (methanol). Reaction conditions: time 4 hour. Product: C(=O)(OC(C)(C)C)N1CCC(CC1)CCCC(=O)N(CC(=O)N[C@@H](CC(O)=O)C(=O)N[C@@H](CC1CCCCC1)C(=O)O)CC (N-[N-[N-(4-(N-BOC-piperidin-4-yl)butanoyl)-N-ethylglycyl]aspartyl]-β-cyclohexylalanine). Reaction SMILES: [C:1]([N:8]1[CH2:13][CH2:12][CH:11]([CH2:14][CH2:15][CH2:16][C:17]([N:19]([CH2:44][CH3:45])[CH2:20][C:21]([NH:23][C@H:24]([C:29]([NH:31][C@H:32]([C:40]([O:42]C)=[O:41])[CH2:33][CH:34]2[CH2:39][CH2:38][CH2:37][CH2:36][CH2:35]2)=[O:30])[CH2:25][C:26](=[O:28])[OH:27])=[O:22])=[O:18])[CH2:10][CH2:9]1)([O:3][C:4]([CH3:7])([CH3:6])[CH3:5])=[O:2].[OH-].[Na+].Cl>CO.O>[C:1]([N:8]1[CH2:9][CH2:10][CH:11]([CH2:14][CH2:15][CH2:16][C:17]([N:19]([CH2:44][CH3:45])[CH2:20][C:21]([NH:23][C@H:24]([C:29]([NH:31][C@H:32]([C:40]([OH:42])=[O:41])[CH2:33][CH:34]2[CH2:39][CH2:38][CH2:37][CH2:36][CH2:35]2)=[O:30])[CH2:25][C:26](=[O:27])[OH:28])=[O:22])=[O:18])[CH2:12][CH2:13]1)([O:3][C:4]([CH3:6])([CH3:5])[CH3:7])=[O:2] |f:1.2|. Reported procedure: N-[N-[N-(4-(N-BOC-piperidin-4-yl)butanoyl)-N-ethylglycyl]aspartyl(β-benzyl ester)]-β-cyclohexylalanine, methyl ester (1.79 g) is dissolved in methanol (40 ml) and 10% palladium/carbon (0.25 g) is added. The mixture is shaken under hydrogen at 50 psi for about 18 hours. The mixtureis filtered through a Celite pad and the filtrate evaporated in vacuo to give N-[N-[N-(4-(N-BOC-piperidin-4-yl)butanoyl)-N-ethylglycyl]aspartyl]-β-cyclohexylalanine, methyl ester. The ester is dissolved in methanol (20 ... Reactants: C(C)OCN1C=NC=2N(C(N(C(C12)=O)CCCCC(C)=O)=O)C (7-ethoxymethyl-3-methyl-1-(5-oxohexyl)xanthine), C[Mg]Cl (methylmagnesium chloride). The solvent is CCOCC (ether). The product is C(C)OCN1C=NC=2N(C(N(C(C12)=O)CCCCC(C)(C)O)=O)C (7-Ethoxymethyl-1-(5-hydroxy-5-methylhexyl)-3-methylxanthine). RXN SMILES: [CH2:1]([O:3][CH2:4][N:5]1[C:13]2[C:12](=[O:14])[N:11]([CH2:15][CH2:16][CH2:17][CH2:18][C:19](=[O:21])[CH3:20])[C:10](=[O:22])[N:9]([CH3:23])[C:8]=2[N:7]=[CH:6]1)[CH3:2].[CH3:24][Mg]Cl>CCOCC>[CH2:1]([O:3][CH2:4][N:5]1[C:13]2[C:12](=[O:14])[N:11]([CH2:15][CH2:16][CH2:17][CH2:18][C:19]([OH:21])([CH3:24])[CH3:20])[C:10](=[O:22])[N:9]([CH3:23])[C:8]=2[N:7]=[CH:6]1)[CH3:2]. Reported procedure: The compound was also obtained, for example, by Grignard synthesis from 7-ethoxymethyl-3-methyl-1-(5-oxohexyl)xanthine with methylmagnesium chloride in anhydrous ether analogously to Example 9. The reactants are BrC=1C=NC=C(C1)Br (3,5-dibromo-pyridine), FC1=C(C=C(C=C1)F)B(O)O (2,5-difluorophenylboronic acid). Yields the product BrC=1C=NC=C(C1)C1=C(C=CC(=C1)F)F (3-Bromo-5-(2,5-difluoro-phenyl)-pyridine). RXN SMILES: Br[C:2]1[CH:3]=[N:4][CH:5]=[C:6]([Br:8])[CH:7]=1.[F:9][C:10]1[CH:15]=[CH:14][C:13]([F:16])=[CH:12][C:11]=1B(O)O>>[Br:8][C:6]1[CH:5]=[N:4][CH:3]=[C:2]([C:14]2[CH:15]=[C:10]([F:9])[CH:11]=[CH:12][C:13]=2[F:16])[CH:7]=1. Reported procedure: Prepared according to the procedure described in Example 48, Step 2, using 3,5-dibromo-pyridine and 2,5-difluorophenylboronic acid.